The task is: describe an organic reaction: reactants, conditions, products, and yield. This data is from the Open Reaction Database (ORD), a public repository of structured organic reaction records. Yields the product C(CC)(=O)C(C(=O)OCC)=NO (ethyl 2-propionyl-2-hydroxyiminoacetate). The reactants are N(=O)[O-].[Na+] (sodium nitrite), C(CC)(=O)CC(=O)OCC (Ethyl propionylacetate), C(C)(=O)O (acetic acid), N(=O)[O-].[Na+] (sodium nitrite). The yield is 69.4%. Run in O (water). Reported procedure: Ethyl propionylacetate (14.4 g.) was added to acetic acid (19 ml.) and stirred at 5° to 10° C. To the solution was added dropwise over 40 minutes about 2/3 volume of an aqueous solution (30 ml.) of sodium nitrite (15 g.), and further water (50 ml.) was added to the solution and stirred at 25° C. for 1.5 hrs. The remaining aqueous solution of sodium nitrite was added dropwise over 10 minutes to the solution and stirred at room temperature for 2 hrs. The reaction mixture was extracted with diethyl... Reaction SMILES: [C:1]([CH2:5][C:6]([O:8][CH2:9][CH3:10])=[O:7])(=[O:4])[CH2:2][CH3:3].C(O)(=O)C.[N:15]([O-])=[O:16].[Na+]>O>[C:1]([C:5](=[N:15][OH:16])[C:6]([O:8][CH2:9][CH3:10])=[O:7])(=[O:4])[CH2:2][CH3:3] |f:2.3|. Starting materials: [N+](=O)([O-])C1=CC=C(C=C1)C(C(=O)O)CC (2-(4-nitrophenyl)-n-butyric acid), S(O)(O)(=O)=O (sulfuric acid), C(C)O (ethanol). Product: [N+](=O)([O-])C1=CC=C(C=C1)C(C(=O)OCC)CC (ethyl 2-(4-nitrophenyl)-n-butyrate). The yield is 48.0%. As a reaction SMILES: [N+:1]([C:4]1[CH:9]=[CH:8][C:7]([CH:10]([CH2:14][CH3:15])[C:11]([OH:13])=[O:12])=[CH:6][CH:5]=1)([O-:3])=[O:2].S(=O)(=O)(O)O.[CH2:21](O)[CH3:22]>>[N+:1]([C:4]1[CH:5]=[CH:6][C:7]([CH:10]([CH2:14][CH3:15])[C:11]([O:13][CH2:21][CH3:22])=[O:12])=[CH:8][CH:9]=1)([O-:3])=[O:2]. Procedure: In 250 ml of ethanol was dissolved 16.71 g (0.08 mole) of 2-(4-nitrophenyl)-n-butyric acid and 15 ml of conc. sulfuric acid was then added and heated under reflux for 3.5 hours on an oil bath. After the ethanol was distilled off in vacuo, the residue was neutralized with saturated sodium bicarbonate solution and extracted with ethyl acetate. The ethyl acetate layer was washed with saturated sodium chloride solution and dried over sodium sulfate. After the ethyl acetate was distilled off in vacuo... Starting materials: [Si](C)(C)(C(C)(C)C)O[C@@H]1CN(CC[C@H]1NC(OC)=O)C1=C(C(=CC(=C1)C#N)NC1=NN2C(C(=N1)N(CC1=CC=C(C=C1)OC)CC)=NC=C2C#N)Cl (methyl ((3R,4R)-3-((tert-butyldimethylsilyl)oxy)-1-(2-chloro-5-cyano-3-((7-cyano-4-(ethyl(4-m ethoxybenzyl)amino)imidazo[2,1-f][1,2,4]triazin-2-yl)amino)phenyl)piperidin-4-yl)carbamate), CCCC[N+](CCCC)(CCCC)CCCC.[F-] (TBAF). Run in O1CCCC1 (Tetrahydrofuran), C1CCOC1 (THF). Run at time 8 hour. Product: ClC1=C(C=C(C=C1NC1=NN2C(C(=N1)NCC)=NC=C2C#N)C#N)N2C[C@@H]([C@H](CC2)NC(OC)=O)O (methyl ((3S,4S)-1-(2-chloro-5-cyano-3-((7-cyano-4-(ethylamino)imidazo[2,1-f][1,2,4]triazin-2-yl)amino)phenyl)-3-hydroxypiperidin-4-yl)carbamate). Isolated yield 133.3%. RXN SMILES: [Si]([O:8][C@H:9]1[C@H:14]([NH:15][C:16](=[O:19])[O:17][CH3:18])[CH2:13][CH2:12][N:11]([C:20]2[CH:25]=[C:24]([C:26]#[N:27])[CH:23]=[C:22]([NH:28][C:29]3[N:34]=[C:33]([N:35](CC)[CH2:36][C:37]4C=CC(OC)=CC=4)[C:32]4=[N:47][CH:48]=[C:49]([C:50]#[N:51])[N:31]4[N:30]=3)[C:21]=2[Cl:52])[CH2:10]1)(C(C)(C)C)(C)C.CCCC[N+](CCCC)(CCCC)CCCC.[F-]>O1CCCC1>[Cl:52][C:21]1[C:22]([NH:28][C:29]2[N:34]=[C:33]([NH:35][CH2:36][CH3:37])[C:32]3=[N:47][CH:48]=[C:49]([C:50]#[N:51])[N:31]3[N:30]=2)=[CH:23][C:24]([C:26]#[N:27])=[CH:25][C:20]=1[N:11]1[CH2:12][CH2:13][C@H:14]([NH:15][C:16](=[O:19])[O:17][CH3:18])[C@@H:9]([OH:8])[CH2:10]1 |f:1.2|. Reported procedure: methyl ((3R,4R)-3-((tert-butyldimethylsilyl)oxy)-1-(2-chloro-5-cyano-3-((7-cyano-4-(ethyl(4-m ethoxybenzyl)amino)imidazo[2,1-f][1,2,4]triazin-2-yl)amino)phenyl)piperidin-4-yl)carbamate (140 mg, 0.188 mmol) was dissolved into Tetrahydrofuran (2 mL). TBAF 1M in THF (0.244 mL, 0.244 mmol) was added. The mixture was stirred at r.t. overnight. The mixture was concentrated to dryness, then diluted with EtOAc (50 ml) and washed with sat. NaHCO3. The water layer was extracted with 20 ml EtOAc. The combi... The reactants are C1(=NC=C(C2=CC=CC=C12)C(=O)O)C(=O)O (Isoquinoline-1,4-dicarboxylic acid), C(CCCCCCCCCCCCCCC)O (1-hexadecanol). Run in S(=O)(Cl)Cl (thionyl chloride), N1=CC=CC=C1 (pyridine). Conditions: time 19 hour. The product is C1(=NC=C(C2=CC=CC=C12)C(=O)OCCCCCCCCCCCCCCCC)C(=O)OCCCCCCCCCCCCCCCC (Dihexadecyl isoquinoline-1,4-dicarboxylate). As a reaction SMILES: [C:1]1([C:14]([OH:16])=[O:15])[C:10]2[C:5](=[CH:6][CH:7]=[CH:8][CH:9]=2)[C:4]([C:11]([OH:13])=[O:12])=[CH:3][N:2]=1.[CH2:17](O)[CH2:18][CH2:19][CH2:20][CH2:21][CH2:22][CH2:23][CH2:24][CH2:25][CH2:26][CH2:27][CH2:28][CH2:29][CH2:30][CH2:31][CH3:32]>S(Cl)(Cl)=O.N1C=CC=CC=1>[C:1]1([C:14]([O:16][CH2:32][CH2:31][CH2:30][CH2:29][CH2:28][CH2:27][CH2:26][CH2:25][CH2:24][CH2:23][CH2:22][CH2:21][CH2:20][CH2:19][CH2:18][CH3:17])=[O:15])[C:10]2[C:5](=[CH:6][CH:7]=[CH:8][CH:9]=2)[C:4]([C:11]([O:13][CH2:17][CH2:18][CH2:19][CH2:20][CH2:21][CH2:22][CH2:23][CH2:24][CH2:25][CH2:26][CH2:27][CH2:28][CH2:29][CH2:30][CH2:31][CH3:32])=[O:12])=[CH:3][N:2]=1. Procedure details: Isoquinoline-1,4-dicarboxylic acid (1.8 g, 5 mmol) is refluxed in 10 ml of thionyl chloride for 2 h. The solution is evaporated to dryness and the residue dissolved in 20 ml of dichloromethane. The latter solution is added dropwise to a mixture of 1-hexadecanol (2.90 g, 12 mmol) in 1 ml of pyridine. After 19 h at room temperature, the precipitate is filtered off and the filtrate is evaporated to dryness. The resulting residue is crystallized in toluene/ethanol. The crystals obtained are purified... The reactants are CCOC(C)=O, [N-]=[N+]=NCC(F)(F)c1ccccc1. The product is NCC(F)(F)c1ccccc1. RXN SMILES: [CH3:14][CH2:15][O:16][C:17]([CH3:18])=[O:19].[N:1](=[N+:2]=[N-:3])[CH2:4][C:5]([F:6])([F:7])[c:8]1[cH:9][cH:10][cH:11][cH:12][cH:13]1>>[NH2:1][CH2:4][C:5]([F:6])([F:7])[c:8]1[cH:9][cH:10][cH:11][cH:12][cH:13]1. RXN SMILES: Cl[C:2]1[NH:3][C:4]2[CH:10]=[C:9]([Cl:11])[C:8]([Cl:12])=[CH:7][C:5]=2[N:6]=1.Cl.[N+:14]([C:17]1[CH:18]=[C:19]([NH2:26])[C:20](=[CH:24][CH:25]=1)[C:21](Cl)=[O:22])([O-:16])=[O:15]>>[N+:14]([C:17]1[CH:18]=[C:19]2[C:20]([C:21](=[O:22])[N:6]3[C:5]4[CH:7]=[C:8]([Cl:12])[C:9]([Cl:11])=[CH:10][C:4]=4[NH:3][C:2]3=[N:26]2)=[CH:24][CH:25]=1)([O-:16])=[O:15] |f:1.2|. Procedure: 3-Nitro-8,9-dichlorobenzimidazo[2,1-b]quinazolin-12(6H)-one is prepared with 2,5,6-trichlorobenzimidazole and 4-nitroanthraniloyl chloride hydrochloride. The reactants are ClC=1NC2=C(N1)C=C(C(=C2)Cl)Cl (2,5,6-trichlorobenzimidazole), Cl.[N+](=O)([O-])C=1C=C(C(C(=O)Cl)=CC1)N (4-nitroanthraniloyl chloride hydrochloride). Product: [N+](=O)([O-])C1=CC=C2C(N3C(=NC2=C1)NC1=C3C=C(C(=C1)Cl)Cl)=O (3-Nitro-8,9-dichlorobenzimidazo[2,1-b]quinazolin-12(6H)-one). Reactants: n-carbobenzyloxy-isonipecotic acid, Cl.COC(C(C(=O)C1=C(C=C(C=C1)F)F)N)=O (2-Amino-3-(2,4-difluoro-phenyl)-3-oxo-propionic acid methyl ester, hydrochloride), CN1CCOCC1 (N-methyl morpholine), CN1CCOCC1 (N-methyl morpholine), ClC(=O)OCC(C)C (isobutyl chloroformate). Run in O1CCCC1 (tetrahydrofuran). Run at temperature 20 celsius, time 1 hour. Yields the product C(C1=CC=CC=C1)OC(=O)N1CCC(CC1)C(NC(C(=O)C1=C(C=C(C=C1)F)F)C(=O)OC)=O (4-[2-(2,4-Difluoro-phenyl)-1-methoxycarbonyl-2-oxo-ethylcarbamoyl]-piperidine-1-carboxylic acid benzyl ester). Reaction SMILES: C[N:2]1[CH2:7][CH2:6]O[CH2:4][CH2:3]1.Cl[C:9]([O:11][CH2:12][CH:13]([CH3:15])[CH3:14])=[O:10].Cl.[CH3:17][O:18][C:19](=[O:32])[CH:20]([NH2:31])[C:21]([C:23]1[CH:28]=[CH:27][C:26]([F:29])=[CH:25][C:24]=1[F:30])=[O:22]>O1CCCC1>[CH2:12]([O:11][C:9]([N:2]1[CH2:3][CH2:4][CH:20]([C:19](=[O:18])[NH:31][CH:20]([C:19]([O:18][CH3:17])=[O:32])[C:21]([C:23]2[CH:28]=[CH:27][C:26]([F:29])=[CH:25][C:24]=2[F:30])=[O:22])[CH2:6][CH2:7]1)=[O:10])[C:13]1[CH:15]=[CH:24][CH:23]=[CH:21][CH:14]=1 |f:2.3|. Reported procedure: To a three neck 1 liter round bottom flash fitted with mechanical stirrer, nitrogen inlet and dropping funnel are added n-carbobenzyloxy-isonipecotic acid (22.64 g, 86.2 mmol). 550 mL of dry tetrahydrofuran, and N-methyl morpholine, (19 mL, 712.4 mmol). The mixture is cooled to negative 20° C. and then isobutyl chloroformate (11.2 mls, 86.2 mmol in 90 mL of dry tetrahydrofuran) is added dropwise while maintaining the internal temperature at negative 20° C. After 1 hour at negative 20° C., the 2-... Product: BrC1=C(C(=CC=C1)SC)Cl (1-BROMO-2-CHLORO-3-(METHYLTHIO)BENZENE). RXN SMILES: [Br:1][C:2]1[CH:7]=[CH:6][CH:5]=[C:4](Br)[C:3]=1[Cl:9].C([Li])CCC.[CH3:15][S:16]SC.O>C(OCC)C>[Br:1][C:2]1[CH:7]=[CH:6][CH:5]=[C:4]([S:16][CH3:15])[C:3]=1[Cl:9]. Procedure details: To a solution of 1,3-dibromo-2-chlorobenzene (3.4 g, 12.6 mmol) in dry diethyl ether (60 ml), under nitrogen, at −78° C., was added dropwise n-butyllithium (2.5 M in hexane, 5.0 ml, 12.6 mmol). The mixture was stirred for 1 h after which dimethyldisulfide (1.0 ml, 13.9 mmol) was added dropwise. The resulting mixture was stirred at −78° C. for 30 min and then brought to ambient temperature. Water (100 ml) was added and the mixture was extracted with ethylacetate (3×100 ml). The combined organic p... Run at temperature -78 celsius, time 30 minute. The solvent is C(C)OCC (diethyl ether). Starting materials: BrC1=C(C(=CC=C1)Br)Cl (1,3-dibromo-2-chlorobenzene), C(CCC)[Li] (n-butyllithium), O (Water), CSSC (dimethyldisulfide). The reactants are B(F)(F)F.CCOCC (Boron trifluoride etherate), BrC1=CC=C(C=C1)O (4-bromophenol), C1=CCCCC1 (cyclohexene). Solvent: C1(=CC=CC=C1)C (toluene). Run at temperature 40 celsius, time 5 hour. Product: BrC1=CC=C(C=C1)OC1CCCCC1 (1-bromo-4-(cyclohexyloxy)benzene). As a reaction SMILES: B(F)(F)F.CCOCC.[Br:10][C:11]1[CH:16]=[CH:15][C:14]([OH:17])=[CH:13][CH:12]=1.[CH:18]1[CH2:23][CH2:22][CH2:21][CH2:20][CH:19]=1>C1(C)C=CC=CC=1>[Br:10][C:11]1[CH:16]=[CH:15][C:14]([O:17][CH:18]2[CH2:23][CH2:22][CH2:21][CH2:20][CH2:19]2)=[CH:13][CH:12]=1 |f:0.1|. Reported procedure: Boron trifluoride etherate (5.83 mL) was added to a mixture of 4-bromophenol (39.8 g) and cyclohexene (187 mL) in toluene (160 mL) to form bright orange-red solution. The mixture was stirred at 40° C. under nitrogen for 5 hr. The mixture was quenched with 2N NaOH aq. (40 mL) and water at room temperature and extracted with EtOAc. The organic layer was separated, washed with water and brine, dried over anhydrous sodium sulfate and concentrated in vacuo. The residue was purified by column chromato... Starting materials: ClC1=CC=C(C=C1)NC(C(C(C)=O)=CNC(C)=O)=O (N-(4'-chlorophenyl)-2-(acetylaminomethylene)-3-oxobutanamide), C(C)OC(=CC)OCC (1,1-diethoxyprop-1-ene). The solvent is C1(=CC=CC=C1)C (toluene). Conditions: temperature 100 celsius. The product is C(C)OC1(OC(=C([C@H]([C@@H]1C)NC(C)=O)C(NC1=CC=C(C=C1)Cl)=O)C)OCC (trans-2,2-diethoxy-3,6-dimethyl-4-(acetylamino)-5-(4'-chlorophenylcarbamoyl)-3,4-dihydro-2H-pyran). RXN SMILES: [Cl:1][C:2]1[CH:7]=[CH:6][C:5]([NH:8][C:9](=[O:19])[C:10](=[CH:14][NH:15][C:16](=[O:18])[CH3:17])[C:11](=[O:13])[CH3:12])=[CH:4][CH:3]=1.[CH2:20]([O:22][C:23]([O:26][CH2:27][CH3:28])=[CH:24][CH3:25])[CH3:21]>C1(C)C=CC=CC=1>[CH2:20]([O:22][C:23]1([O:26][CH2:27][CH3:28])[C@@H:24]([CH3:25])[C@H:14]([NH:15][C:16](=[O:18])[CH3:17])[C:10]([C:9](=[O:19])[NH:8][C:5]2[CH:4]=[CH:3][C:2]([Cl:1])=[CH:7][CH:6]=2)=[C:11]([CH3:12])[O:13]1)[CH3:21]. Reported procedure: N-(4'-chlorophenyl)-2-(acetylaminomethylene)-3-oxobutanamide (83 g) in toluene (200 ml) was treated with 1,1-diethoxyprop-1-ene (60 ml) and heated at 100° C. for 6 hours. The mixture was evaporated and the residue was triturated with toluene to give trans-2,2-diethoxy-3,6-dimethyl-4-(acetylamino)-5-(4'-chlorophenylcarbamoyl)-3,4-dihydro-2H-pyran (80.5 g) m.p. 199°-201° C.